From a dataset of the Open Reaction Database (ORD), a public repository of structured organic reaction records. describe an organic reaction: reactants, conditions, products, and yield The reactants are CCN(C(C)C)C(C)C (DIEA), CC(C)(C)OC(=O)N[C@H](CC1=CC(=C(C=C1)Cl)Cl)C(=O)O (N-Boc-D-3,4-dichlorophenylalanine), C1=CC2=C(N=C1)N(N=N2)O (HOAT), XIX, Cl.CS(=O)(=O)NC1=C(C=CC=C1)N1CCNCC1 ((methylsulfonyl)(2-piperazinylphenyl)amine hydrochloride), C(CCl)Cl (EDC). The solvent is CN(C)C=O (DMF). The product is ClC=1C=C(C=CC1Cl)C[C@H](C(=O)N1CCN(CC1)C1=C(C=CC=C1)NS(=O)(=O)C)NC(=O)OC(C)(C)C (N-[(1R)-1-[(3,4-Dichlorophenyl)methyl]-2-(4-{2-[(methylsulfonyl)amino]phenyl}piperazinyl)-2-oxoethyl](tert-butoxy)carboxamide), ClC=1C=C(C=CC1Cl)C[C@H](C(=O)N1CCN(CC1)C1=C(C=CC=C1)NS(=O)(=O)C)NC(=O)[C@H]1NCC2=CC=CC=C2C1 (N-[(1R)-1-[(3,4-Dichlorophenyl)methyl]-2-(4-{2-[(methylsulfonyl)amino]phenyl}piperazinyl)-2-oxoethyl]((3S)(3-1,2,3,4-tetrahydroisoquinolyl))-carboxamide). Isolated yield 113.3%. As a reaction SMILES: Cl.[CH3:2][S:3]([NH:6][C:7]1[CH:12]=[CH:11][CH:10]=[CH:9][C:8]=1[N:13]1[CH2:18][CH2:17][NH:16][CH2:15][CH2:14]1)(=[O:5])=[O:4].[CH3:19][C:20]([O:23][C:24]([NH:26][C@@H:27]([C:37]([OH:39])=[O:38])[CH2:28][C:29]1[CH:34]=[CH:33][C:32]([Cl:35])=[C:31]([Cl:36])[CH:30]=1)=[O:25])([CH3:22])[CH3:21].CC[N:42]([CH:46]([CH3:48])C)[CH:43]([CH3:45])C.C(Cl)CCl.[CH:53]1[CH:58]=N[C:56]2N(O)N=N[C:55]=2[CH:54]=1>CN(C=O)C>[Cl:36][C:31]1[CH:30]=[C:29]([CH2:28][C@@H:27]([NH:26][C:24]([O:23][C:20]([CH3:22])([CH3:21])[CH3:19])=[O:25])[C:37]([N:16]2[CH2:17][CH2:18][N:13]([C:8]3[CH:9]=[CH:10][CH:11]=[CH:12][C:7]=3[NH:6][S:3]([CH3:2])(=[O:4])=[O:5])[CH2:14][CH2:15]2)=[O:38])[CH:34]=[CH:33][C:32]=1[Cl:35].[Cl:36][C:31]1[CH:30]=[C:29]([CH2:28][C@@H:27]([NH:26][C:24]([C@@H:46]2[CH2:48][C:56]3[C:45](=[CH:58][CH:53]=[CH:54][CH:55]=3)[CH2:43][NH:42]2)=[O:25])[C:37]([N:16]2[CH2:17][CH2:18][N:13]([C:8]3[CH:9]=[CH:10][CH:11]=[CH:12][C:7]=3[NH:6][S:3]([CH3:2])(=[O:4])=[O:5])[CH2:14][CH2:15]2)=[O:39])[CH:34]=[CH:33][C:32]=1[Cl:35] |f:0.1|. Reported procedure: N-[(1R)-1-[(3,4-Dichlorophenyl)methyl]-2-(4-{2-[(methylsulfonyl)amino]phenyl}piperazinyl)-2-oxoethyl](tert-butoxy)carboxamide was prepared according to the procedure for Preparation XIX using (methylsulfonyl)(2-piperazinylphenyl)amine hydrochloride (800 mg, 2.8 mmol), N-Boc-D-3,4-dichlorophenylalanine (930 mg, 2.80 mmol) (Peptech), DIEA (480 μl, 2.80 mmol), EDC (1.66 g, 5.60 mmol), HOAT (400 mg, 3.0 mmol) and DMF (10 mL). The crude product was purified by flash chromatography (SiO2, 1:1 hexane:E... Reactants: CON, CO, CC(=O)[O-], CCOC(C)=O, C=C(COc1ccc(C(C)=O)cc1)COc1c(Cl)cc(OCC=C(Cl)Cl)cc1Cl, Cl, [Na+]. Yields the product C=C(COc1ccc(C(C)=NOC)cc1)COc1c(Cl)cc(OCC=C(Cl)Cl)cc1Cl. Reaction SMILES: [CH3:31][O:32][NH2:33].[CH3:34][OH:35].[CH3:37][C:38](=[O:39])[O-:40].[CH3:41][CH2:42][O:43][C:44](=[O:45])[CH3:46].[Cl:1][c:2]1[c:3]([O:4][CH2:5][C:6]([CH2:7][O:8][c:9]2[cH:10][cH:11][c:12]([C:15]([CH3:16])=[O:17])[cH:13][cH:14]2)=[CH2:18])[c:19]([Cl:29])[cH:20][c:21]([O:23][CH2:24][CH:25]=[C:26]([Cl:27])[Cl:28])[cH:22]1.[ClH:30].[Na+:36]>>[Cl:1][c:2]1[c:3]([O:4][CH2:5][C:6]([CH2:7][O:8][c:9]2[cH:10][cH:11][c:12]([C:15]([CH3:16])=[N:33][O:32][CH3:31])[cH:13][cH:14]2)=[CH2:18])[c:19]([Cl:29])[cH:20][c:21]([O:23][CH2:24][CH:25]=[C:26]([Cl:27])[Cl:28])[cH:22]1. Starting materials: ClC1=C(OC2=CC=C(OC(C(CC(=O)OCC)=O)C)C=C2)C=CC(=C1)C(F)(F)F (ethyl 4-[4-(2-chloro-4-trifluoromethylphenoxy)phenoxy]-3-oxopentanoate), [BH4-].[Na+] (NaBH4). Product: ClC1=C(OC2=CC=C(OC(C(CC(=O)OCC)O)C)C=C2)C=CC(=C1)C(F)(F)F (ethyl 4-[4-(2-chloro-4-trifluoromethylphenoxy)phenoxy]-3-hydroxypentanoate). RXN SMILES: [Cl:1][C:2]1[CH:25]=[C:24]([C:26]([F:29])([F:28])[F:27])[CH:23]=[CH:22][C:3]=1[O:4][C:5]1[CH:21]=[CH:20][C:8]([O:9][CH:10]([CH3:19])[C:11](=[O:18])[CH2:12][C:13]([O:15][CH2:16][CH3:17])=[O:14])=[CH:7][CH:6]=1.[BH4-].[Na+]>>[Cl:1][C:2]1[CH:25]=[C:24]([C:26]([F:27])([F:29])[F:28])[CH:23]=[CH:22][C:3]=1[O:4][C:5]1[CH:21]=[CH:20][C:8]([O:9][CH:10]([CH3:19])[CH:11]([OH:18])[CH2:12][C:13]([O:15][CH2:16][CH3:17])=[O:14])=[CH:7][CH:6]=1 |f:1.2|. Procedure: The process of Example 17 is repeated using ethyl 4-[4-(2-chloro-4-trifluoromethylphenoxy)phenoxy]-3-oxopentanoate (400 mg) and NaBH4 (100 mg) to give ethyl 4-[4-(2-chloro-4-trifluoromethylphenoxy)phenoxy]-3-hydroxypentanoate, MS m/e 432 (M+). The reactants are N#Cc1ccccc1-c1ccc(CBr)cc1, O=C([O-])[O-], CCCc1nc(COC)cc(=O)[nH]1, CC#N, CCOC(C)=O, [K+], [K+]. Yields the product CCCc1nc(COC)cc(=O)n1Cc1ccc(-c2ccccc2C#N)cc1. As a reaction SMILES: [Br:14][CH2:15][c:16]1[cH:17][cH:18][c:19](-[c:22]2[c:23]([C:28]#[N:29])[cH:24][cH:25][cH:26][cH:27]2)[cH:20][cH:21]1.[C:30](=[O:31])([O-:32])[O-:33].[CH3:1][O:2][CH2:3][c:4]1[cH:5][c:6](=[O:13])[nH:7][c:8]([CH2:10][CH2:11][CH3:12])[n:9]1.[CH3:36][C:37]#[N:38].[CH3:39][CH2:40][O:41][C:42](=[O:43])[CH3:44].[K+:34].[K+:35]>>[CH3:1][O:2][CH2:3][c:4]1[cH:5][c:6](=[O:13])[n:7]([CH2:15][c:16]2[cH:17][cH:18][c:19](-[c:22]3[c:23]([C:28]#[N:29])[cH:24][cH:25][cH:26][cH:27]3)[cH:20][cH:21]2)[c:8]([CH2:10][CH2:11][CH3:12])[n:9]1.